This data is from the Open Reaction Database (ORD), a public repository of structured organic reaction records. The task is: describe an organic reaction: reactants, conditions, products, and yield The reactants are COCCOCCO, COc1ccc(N2CCOCC2)c2sc(NC(=O)c3ccnc(Cl)c3)nc12, [H-], [Na+], C1COCCO1. Product: COCCOCCOc1cc(C(=O)Nc2nc3c(OC)ccc(N4CCOCC4)c3s2)ccn1. Reaction SMILES: [CH3:30][O:31][CH2:32][CH2:33][O:34][CH2:35][CH2:36][OH:37].[Cl:1][c:2]1[cH:3][c:4]([C:5](=[O:6])[NH:7][c:8]2[s:9][c:10]3[c:11]([n:12]2)[c:13]([O:23][CH3:24])[cH:14][cH:15][c:16]3[N:17]2[CH2:18][CH2:19][O:20][CH2:21][CH2:22]2)[cH:25][cH:26][n:27]1.[H-:28].[Na+:29].[O:38]1[CH2:39][CH2:40][O:41][CH2:42][CH2:43]1>>[c:2]1([O:37][CH2:36][CH2:35][O:34][CH2:33][CH2:32][O:31][CH3:30])[cH:3][c:4]([C:5](=[O:6])[NH:7][c:8]2[s:9][c:10]3[c:11]([n:12]2)[c:13]([O:23][CH3:24])[cH:14][cH:15][c:16]3[N:17]2[CH2:18][CH2:19][O:20][CH2:21][CH2:22]2)[cH:25][cH:26][n:27]1. Reactants: OCCC1=CC=CC=2N1C=CN2 (5-(2-hydroxyethyl)imidazo[1,2-a]pyridine), S(=O)(Cl)Cl (thionyl chloride), [Na].S1C(NC(C1)=O)=O (2,4-thiazolidinedione sodium salt), [I-].[Na+] (sodium iodide). The solvent is C(Cl)(Cl)Cl (chloroform), O (water), CN(C=O)C (N,N-dimethylformamide). Conditions: temperature 80 celsius, time 16 hour. Product: N=1C=CN2C1C=CC=C2CCN2C(SCC2=O)=O (3-[2-(imidazo[1,2-a]pyridin-5-yl)ethyl]thiazolidine-2,4-dione). As a reaction SMILES: O[CH2:2][CH2:3][C:4]1[N:9]2[CH:10]=[CH:11][N:12]=[C:8]2[CH:7]=[CH:6][CH:5]=1.S(Cl)(Cl)=O.[Na].[S:18]1[CH2:22][C:21](=[O:23])[NH:20][C:19]1=[O:24].[I-].[Na+]>C(Cl)(Cl)Cl.CN(C)C=O.O>[N:12]1[CH:11]=[CH:10][N:9]2[C:4]([CH2:3][CH2:2][N:20]3[C:21](=[O:23])[CH2:22][S:18][C:19]3=[O:24])=[CH:5][CH:6]=[CH:7][C:8]=12 |f:2.3,4.5,^1:16|. Procedure details: To a suspension of 4.0 g (24.7 mmol) of 5-(2-hydroxyethyl)imidazo[1,2-a]pyridine in 30 ml of chloroform, 5 ml (68 mmol) of thionyl chloride was added. After refluxing for 2 hours, the solvent was distilled off. To a suspension of the residue and 8.36 g (60 mmol) of 2,4-thiazolidinedione sodium salt in 50 ml of N,N-dimethylformamide, 3.75 g (25 mmol) of sodium iodide was added, followed by stirring at 80° C. for 16 hours. After the reaction mixture was cooled, water was added. The reaction mixtur... Starting materials: CCOC(=O)c1c[nH]c(C=O)c1C, CCO, [K+], [OH-], O. Yields the product Cc1c(C(=O)O)c[nH]c1C=O. RXN SMILES: [CH2:3]([CH3:4])[O:5][C:6](=[O:7])[c:8]1[cH:9][nH:10][c:11]([CH:14]=[O:15])[c:12]1[CH3:13].[CH3:17][CH2:18][OH:19].[K+:2].[OH-:1].[OH2:16]>>[O:5]=[C:6]([OH:7])[c:8]1[cH:9][nH:10][c:11]([CH:14]=[O:15])[c:12]1[CH3:13]. Starting materials: COC=1C=C(CC2=NC=C(C3=CC(=C(C=C23)OC)OC)CCl)C=CC1 (1-(3-methoxybenzyl)-4-chloromethyl-6,7-dimethoxyisoquinoline), [C-]#N.[Na+] (sodium cyanide), [I-].[Na+] (sodium iodide). The solvent is C(C)O (ethanol). Product: COC=1C=C(CC2=NC=C(C3=CC(=C(C=C23)OC)OC)CC#N)C=CC1 (1-(3-methoxybenzyl)-4-cyanomethyl-6,7-dimethoxyisoquinoline). Isolated yield 47.4%. As a reaction SMILES: [CH3:1][O:2][C:3]1[CH:4]=[C:5]([CH:23]=[CH:24][CH:25]=1)[CH2:6][C:7]1[C:16]2[C:11](=[CH:12][C:13]([O:19][CH3:20])=[C:14]([O:17][CH3:18])[CH:15]=2)[C:10]([CH2:21]Cl)=[CH:9][N:8]=1.[C-:26]#[N:27].[Na+].[I-].[Na+]>C(O)C>[CH3:1][O:2][C:3]1[CH:4]=[C:5]([CH:23]=[CH:24][CH:25]=1)[CH2:6][C:7]1[C:16]2[C:11](=[CH:12][C:13]([O:19][CH3:20])=[C:14]([O:17][CH3:18])[CH:15]=2)[C:10]([CH2:21][C:26]#[N:27])=[CH:9][N:8]=1 |f:1.2,3.4|. Procedure details: The above 1-(3-methoxybenzyl)-4-chloromethyl-6,7-dimethoxyisoquinoline (361 mg, 1.0 mmol) was suspended into 15 ml of 90% ethanol. Then sodium cyanide (392 mg, 8.0 mmol) and sodium iodide (83 mg, 0.5 mmol) was added. The mixture was refluxed for 4 hrs. solvents were evaporated and the residue was extracted with ethyl acetate. After the evaporation of solvents, the residue was purified by flash column chromatography using ethyl acetate and hexane (2/1) to give 1-(3-methoxybenzyl)-4-cyanomethyl-6,... Reactants: [H-].[Na+] (sodium hydride), C(#N)C=1C=CC=2NC3=CC=C(C=C3C2C1)C#N (3,6-dicyanocarbazole), O (water), C(C1=CC=CC=C1)Br (benzylbromide). Solvent: CN(C=O)C (dimethylformamide). Conditions: temperature 110 celsius. The product is C(C1=CC=CC=C1)N1C2=CC=C(C=C2C=2C=C(C=CC12)C#N)C#N (9-benzyl-3,6-dicyanocarbazole). The yield is 79.8%. Reaction SMILES: [H-].[Na+].[C:3]([C:5]1[CH:6]=[CH:7][C:8]2[NH:9][C:10]3[C:15]([C:16]=2[CH:17]=1)=[CH:14][C:13]([C:18]#[N:19])=[CH:12][CH:11]=3)#[N:4].[CH2:20](Br)[C:21]1[CH:26]=[CH:25][CH:24]=[CH:23][CH:22]=1.O>CN(C)C=O>[CH2:20]([N:9]1[C:10]2[CH:11]=[CH:12][C:13]([C:18]#[N:19])=[CH:14][C:15]=2[C:16]2[C:8]1=[CH:7][CH:6]=[C:5]([C:3]#[N:4])[CH:17]=2)[C:21]1[CH:26]=[CH:25][CH:24]=[CH:23][CH:22]=1 |f:0.1|. Procedure details: A slurry of sodium hydride (50% in oil, 960 mg) in 100 ml of dimethylformamide is treated with 3,6-dicyanocarbazole (4.34 g, see Example 1) and heated at 110° C for two hours. The reaction mixture is then treated dropwise with benzylbromide (3.42 g) and heated at 110° C for an additional 18 hours. The reaction mixture is poured into water and extracted several times with dichloromethane. The combined dichloromethane extracts are dried over sodium sulfate and filtered through 200 ml of silica gel... The reactants are O=C(OCCCCCBr)c1ccc([N+](=O)[O-])cc1, [Na+], CN(C)C=O, [O-]N=[N+]([O-])N1CCCC1CO. Product: O=C(OCCCCCON=[N+]([O-])N1CCCC1CO)c1ccc([N+](=O)[O-])cc1. RXN SMILES: [N+:1](=[O:2])([O-:3])[c:4]1[cH:5][cH:6][c:7]([C:8](=[O:9])[O:10][CH2:11][CH2:12][CH2:13][CH2:14][CH2:15][Br:16])[cH:17][cH:18]1.[Na+:30].[O:31]=[CH:32][N:33]([CH3:34])[CH3:35].[OH:19][CH2:20][CH:21]1[N:22]([N+:26](=[N:27][O-:28])[O-:29])[CH2:23][CH2:24][CH2:25]1>>[N+:1](=[O:2])([O-:3])[c:4]1[cH:5][cH:6][c:7]([C:8](=[O:9])[O:10][CH2:11][CH2:12][CH2:13][CH2:14][CH2:15][O:28][N:27]=[N+:26]([N:22]2[CH:21]([CH2:20][OH:19])[CH2:25][CH2:24][CH2:23]2)[O-:29])[cH:17][cH:18]1.